This data is from the Open Reaction Database (ORD), a public repository of structured organic reaction records. The task is: describe an organic reaction: reactants, conditions, products, and yield Reactants: NC=1C=CC(=NC1)Cl (5-amino-2-chloropyridine), C(OCC)([O-])[O-] (ethyl orthoformate). Conditions: time 3 hour. Yields the product ClC1=NC=C(C=C1)NC (2-Chloro-5-methylaminopyridine). Reaction SMILES: [NH2:1][C:2]1[CH:3]=[CH:4][C:5]([Cl:8])=[N:6][CH:7]=1.[CH:9]([O-])([O-])OCC>>[Cl:8][C:5]1[CH:4]=[CH:3][C:2]([NH:1][CH3:9])=[CH:7][N:6]=1. Procedure details: To 5.0 g (0.039 mole) of 5-amino-2-chloropyridine was added 40 ml of ethyl orthoformate and the mixture was refluxed for 5 hours. The reaction mixture was concentrated under reduced pressure and the residue was dissolved in 50 ml of EtOH. After addition of 1.8 g of sodium borohydride, the mixture was stirred at 70°-80° C. for 3 hours. The reaction mixture was concentrated and after addition of 50 ml of iced water and 5 ml of concentrated hydrochloric acid, the mixture was adjusted to pH 7-8 with... Starting materials: Cl.FC1=CC=C(C=C1)C=1OC(OC1CCN1CCN(CC1)C1=CC(=CC(=C1)Cl)Cl)=O (4-(4-fluorophenyl)-5-[2-(4-(3,5-dichlorophenyl)-1-piperazinyl)ethyl]-1,3-dioxol-2-one hydrochloride), C(C)O (ethanol). The product is Cl.C1(=CC=C(C=C1)C=1OC(OC1CCN1CCN(CC1)C1=CC=CC=C1)=O)C (4-(4-tolyl)-5-[2-(4-phenyl-1-piperazinyl)ethyl]-1,3-dioxol-2-one hydrochloride). RXN SMILES: Cl.F[C:3]1[CH:8]=[CH:7][C:6]([C:9]2[O:10][C:11](=[O:30])[O:12][C:13]=2[CH2:14][CH2:15][N:16]2[CH2:21][CH2:20][N:19]([C:22]3[CH:27]=[C:26]([Cl:28])[CH:25]=[C:24](Cl)[CH:23]=3)[CH2:18][CH2:17]2)=[CH:5][CH:4]=1.[CH2:31](O)C>>[ClH:28].[C:3]1([CH3:31])[CH:8]=[CH:7][C:6]([C:9]2[O:10][C:11](=[O:30])[O:12][C:13]=2[CH2:14][CH2:15][N:16]2[CH2:21][CH2:20][N:19]([C:22]3[CH:27]=[CH:26][CH:25]=[CH:24][CH:23]=3)[CH2:18][CH2:17]2)=[CH:5][CH:4]=1 |f:0.1,3.4|. Procedure: 4-(4-fluorophenyl)-5-[2-(4-(3,5-dichlorophenyl)-1-piperazinyl)ethyl]-1,3-dioxol-2-one hydrochloride m.p.=277°-9° C. (from ethanol Starting materials: ClC1=NC2=CC=CC=C2C(=N1)Cl (2,4-dichloroquinazoline), ClC1=C(N)C=CC=C1 (2-chloroaniline), CC1=NNC(=C1)C (3,5-dimethylpyrazole). The product is ClC1=C(C=CC=C1)NC1=NC(=NC2=CC=CC=C12)N1N=C(C=C1C)C ((2-Chloro-phenyl)-[2-(3,5-dimethyl-pyrazol-1-yl)-quinazolin-4-yl]-amine). Reaction SMILES: Cl[C:2]1[N:11]=[C:10](Cl)[C:9]2[C:4](=[CH:5][CH:6]=[CH:7][CH:8]=2)[N:3]=1.[Cl:13][C:14]1[CH:20]=[CH:19][CH:18]=[CH:17][C:15]=1[NH2:16].[CH3:21][C:22]1[CH:26]=[C:25]([CH3:27])[NH:24][N:23]=1>>[Cl:13][C:14]1[CH:20]=[CH:19][CH:18]=[CH:17][C:15]=1[NH:16][C:10]1[C:9]2[C:4](=[CH:5][CH:6]=[CH:7][CH:8]=2)[N:3]=[C:2]([N:23]2[C:22]([CH3:21])=[CH:26][C:25]([CH3:27])=[N:24]2)[N:11]=1. Reported procedure: Was prepared according to Method B from 2,4-dichloroquinazoline, 2-chloroaniline and 3,5-dimethylpyrazole. Mp. 210.4-217.1° C. Starting materials: OCCC(C1CCC2(OCCO2)CC1)NC(OC(C)(C)C)=O (tert-butyl (3-hydroxy-1-(1,4-dioxaspiro[4.5]decan-8-yl)propyl)carbamate), O1CCCC1 (tetrahydrofuran), CC(C)([O-])C.[K+] (potassium tert-butoxide). The solvent is C(C)(=O)OCC (ethyl acetate). Reaction conditions: temperature 0 celsius, time 2 hour. Product: O1CCOC12CCC(CC2)C2NC(OCC2)=O (4-(1,4-dioxaspiro[4.5]decan-8-yl)-1,3-oxazinan-2-one). The yield is 86.1%. Reaction SMILES: OCC[CH:4]([NH:15][C:16](=[O:22])[O:17][C:18]([CH3:21])(C)C)[CH:5]1[CH2:14][CH2:13][C:8]2([O:12][CH2:11][CH2:10][O:9]2)[CH2:7][CH2:6]1.O1CCCC1.CC(C)([O-])C.[K+]>C(OCC)(=O)C>[O:9]1[C:8]2([CH2:7][CH2:6][CH:5]([CH:4]3[CH2:21][CH2:18][O:17][C:16](=[O:22])[NH:15]3)[CH2:14][CH2:13]2)[O:12][CH2:11][CH2:10]1 |f:2.3|. Procedure: A 250 mL round bottom flask was charge with tert-butyl (3-hydroxy-1-(1,4-dioxaspiro[4.5]decan-8-yl)propyl)carbamate (2.11 g, 6.69 mmol) and tetrahydrofuran (134 mL). The mixture was cooled to 0° C. and potassium tert-butoxide (900 mg, 8.03 mmol) was added. The mixture was stirred at 0° C. for 2 h. The mixture was diluted with ethyl acetate and washed with saturated aqueous ammonium chloride. Dry organic layer with MgSO4, filter, and concentrate in vacuo to give 4-(1,4-dioxaspiro[4.5]decan-8-yl)-... Reactants: C[O-].[Na+] (Sodium methoxide), N[C@H]1[C@@H](CCCC1)N (trans-1,2-diaminocyclohexane), C(CCCCCCC\C=C/CCCCCCCC)(=O)OC (methyl oleate). Run in C1=CC=CC=C1 (benzene). Yields the product C(CCCCCCC\C=C/CCCCCCCC)(=O)N[C@H]1[C@@H](CCCC1)N (trans-2-(Oleoylamino)cyclohexylamine). Yield: 67.2%. RXN SMILES: C[O-].[Na+].[NH2:4][C@@H:5]1[CH2:10][CH2:9][CH2:8][CH2:7][C@H:6]1[NH2:11].[C:12](OC)(=[O:30])[CH2:13][CH2:14][CH2:15][CH2:16][CH2:17][CH2:18][CH2:19]/[CH:20]=[CH:21]\[CH2:22][CH2:23][CH2:24][CH2:25][CH2:26][CH2:27][CH2:28][CH3:29]>C1C=CC=CC=1>[C:12]([NH:4][C@@H:5]1[CH2:10][CH2:9][CH2:8][CH2:7][C@H:6]1[NH2:11])(=[O:30])[CH2:13][CH2:14][CH2:15][CH2:16][CH2:17][CH2:18][CH2:19]/[CH:20]=[CH:21]\[CH2:22][CH2:23][CH2:24][CH2:25][CH2:26][CH2:27][CH2:28][CH3:29] |f:0.1|. Procedure details: Sodium methoxide (0.60 g) was added to a solution of 1.14 g of trans-1,2-diaminocyclohexane and 2.96 g of methyl oleate in 15 ml of benzene, and the mixture was heated under reflux for 20 hours. After completion of the reaction, the solvent was distilled off under reduced pressure and the residue was dissolved in ethyl acetate-water. The organic layer was washed with saturated saline, and dried over anhydrous sodium sulfate. After drying it over anhydrous sodium sulfate, the residue obtained was... The reactants are C1(=CC=CC=C1)[Na] (phenyl sodium), S(O)(O)(=O)=O (sulfuric acid), C(C=C)Cl (allyl chloride), [Na] (sodium), ClC1=CC=CC=C1 (chlorobenzene), resultant solution. The reagents and catalysts are C(C)(C)NC(C)C (diisopropylamine). Solvent: C1(=CC=CC=C1)C (toluene), C1(=CC=CC=C1)C (toluene), C1(=CC=CC=C1)C (toluene). Conditions: temperature 20 celsius, time 2 hour. Yields the product C1(=CC=CC=C1)CCC=C (4-phenyl-1-butene). Isolated yield 87.5%. RXN SMILES: [C:1]1([Na])[CH:6]=[CH:5][CH:4]=[CH:3][CH:2]=1.[Na].Cl[C:10]1[CH:15]=CC=[CH:12][CH:11]=1.C(Cl)C=C.S(=O)(=O)(O)O>C1(C)C=CC=CC=1.C(NC(C)C)(C)C>[C:1]1([CH2:12][CH2:11][CH:10]=[CH2:15])[CH:6]=[CH:5][CH:4]=[CH:3][CH:2]=1 |^1:7|. Procedure: A toluene (20 g) solution containing 2.58 g (0.025 mol, 2 mol %) of diisopropylamine was added to phenyl sodium, which had been prepared by reacting 60.0 g (2.610 mol) of sodium dispersion and 144.0 g (1.279 mol) of chlorobenzene in 800 g of toluene, at room temperature (about 20° C.), and then the reaction mixture was stirred for 2 hours. To the resultant greenish brown slurry was added a toluene (40 g) solution containing 98.0 g (1.280 mol) of allyl chloride, keeping the reaction temperature i...